This data is from the Open Reaction Database (ORD), a public repository of structured organic reaction records. The task is: describe an organic reaction: reactants, conditions, products, and yield The reactants are Brc1csc(CN2CCOCC2)c1, [Li]CCCC, CCCCCC, CC(C)OB(OC(C)C)OC(C)C, C1CCOC1. The product is CC(C)OB(OC(C)C)c1csc(CN2CCOCC2)c1. As a reaction SMILES: [Br:1][c:2]1[cH:3][c:4]([CH2:7][N:8]2[CH2:9][CH2:10][O:11][CH2:12][CH2:13]2)[s:5][cH:6]1.[CH2:27]([Li:28])[CH2:29][CH2:30][CH3:31].[CH3:32][CH2:33][CH2:34][CH2:35][CH2:36][CH3:37].[CH:14]([CH3:15])([CH3:16])[O:17][B:18]([O:19][CH:20]([CH3:21])[CH3:22])[O:23][CH:24]([CH3:25])[CH3:26].[O:38]1[CH2:39][CH2:40][CH2:41][CH2:42]1>>[c:2]1([B:18]([O:17][CH:14]([CH3:15])[CH3:16])[O:19][CH:20]([CH3:21])[CH3:22])[cH:3][c:4]([CH2:7][N:8]2[CH2:9][CH2:10][O:11][CH2:12][CH2:13]2)[s:5][cH:6]1.